Dataset: the Open Reaction Database (ORD), a public repository of structured organic reaction records. Task: describe an organic reaction: reactants, conditions, products, and yield Reaction SMILES: [C:1](=[O:2])([c:3]1[cH:4][cH:5][cH:6][cH:7][cH:8]1)[NH:9][C:10](=[S:11])[NH:12][c:13]1[cH:14][c:15]2[cH:16][cH:17][c:18]([NH:23][CH:24]3[CH2:25][CH2:26][c:27]4[cH:28][cH:29][cH:30][cH:31][c:32]43)[n:19][c:20]2[cH:21][cH:22]1.[CH3:35][OH:36].[Na+:34].[OH-:33].[OH2:37]>>[NH2:9][C:10](=[S:11])[NH:12][c:13]1[cH:14][c:15]2[cH:16][cH:17][c:18]([NH:23][CH:24]3[CH2:25][CH2:26][c:27]4[cH:28][cH:29][cH:30][cH:31][c:32]43)[n:19][c:20]2[cH:21][cH:22]1. Reactants: O=C(NC(=S)Nc1ccc2nc(NC3CCc4ccccc43)ccc2c1)c1ccccc1, CO, [Na+], [OH-], O. Product: NC(=S)Nc1ccc2nc(NC3CCc4ccccc43)ccc2c1. Starting materials: FC1=CC=C(C=C1)C(C(=O)O)(O)C1=CC=C(C=C1)F (bis(4-fluorophenyl)(hydroxy)acetic acid), NCCCN1CCC(CC1)C=1C=C(C=CC1C)NC(C(C)C)=O (N-{3-[1-(3-aminopropyl)-4-piperidinyl]-4-methylphenyl}-2-methylpropanamide). Yields the product FC1=CC=C(C=C1)C(C(=O)NCCCN1CCC(CC1)C=1C=C(C=CC1C)NC(C(C)C)=O)(O)C1=CC=C(C=C1)F (N-{3-[1-(3-{[bis(4-fluorophenyl)(hydroxy)acetyl]amino}propyl)-4-piperidinyl]-4-methylphenyl}-2-methylpropanamide). RXN SMILES: [F:1][C:2]1[CH:7]=[CH:6][C:5]([C:8]([C:13]2[CH:18]=[CH:17][C:16]([F:19])=[CH:15][CH:14]=2)([OH:12])[C:9]([OH:11])=O)=[CH:4][CH:3]=1.[NH2:20][CH2:21][CH2:22][CH2:23][N:24]1[CH2:29][CH2:28][CH:27]([C:30]2[CH:31]=[C:32]([NH:37][C:38](=[O:42])[CH:39]([CH3:41])[CH3:40])[CH:33]=[CH:34][C:35]=2[CH3:36])[CH2:26][CH2:25]1>>[F:19][C:16]1[CH:17]=[CH:18][C:13]([C:8]([C:5]2[CH:4]=[CH:3][C:2]([F:1])=[CH:7][CH:6]=2)([OH:12])[C:9]([NH:20][CH2:21][CH2:22][CH2:23][N:24]2[CH2:29][CH2:28][CH:27]([C:30]3[CH:31]=[C:32]([NH:37][C:38](=[O:42])[CH:39]([CH3:40])[CH3:41])[CH:33]=[CH:34][C:35]=3[CH3:36])[CH2:26][CH2:25]2)=[O:11])=[CH:14][CH:15]=1. Reported procedure: Example 156 was prepared from bis(4-fluorophenyl)(hydroxy)acetic acid and N-{3-[1-(3-aminopropyl)-4-piperidinyl]-4-methylphenyl}-2-methylpropanamide according to the procedures described in Scheme 12: 1H NMR (400 MHz, CDCl3) δ 9.44 (s, br, 1 H), 8.18 (s, 1 H), 7.62–7.48 (m, 4 H), 7.32 (s, 1 H), 7.07–7.00 (m, 1 H), 7.00–6.89 (m, 4 H), 6.72–6.53 (m, 1 H), 5.96–5.71 (br, 1 H), 3.55–3.44 (m, 2 H), 3.14–3.02 (m, 2 H), 2.83–2.66 (m, 1 H), 2.63–2.49 (m, 2 H), 2.39–2.22 (m, 1 H), 2.29 (s, 3 H), 2.17–1.9... Reactants: [OH-].[Na+] (sodium hydroxide), C(C)(=O)NC(C(=O)OCC)(C(=O)OCC)CC=1C=NC=CC1 (diethyl 2-(acetylamino)-2-(3-pyridylmethyl)malonate), Cl (hydrochloric acid). The solvent is C(C)(=O)OCC (ethyl acetate), C(C)O (ethanol). Conditions: temperature 20 celsius, time 30 minute. The product is C(C)(=O)NC(C(=O)OCC)CC=1C=NC=CC1 (ethyl 2-(acetylamino)-3-(3-pyridyl)propanoate). Yield: 70.5%. Reaction SMILES: [OH-].[Na+].[C:3]([NH:6][C:7]([CH2:18][C:19]1[CH:20]=[N:21][CH:22]=[CH:23][CH:24]=1)(C(OCC)=O)[C:8]([O:10][CH2:11][CH3:12])=[O:9])(=[O:5])[CH3:4].Cl>C(O)C.C(OCC)(=O)C>[C:3]([NH:6][CH:7]([CH2:18][C:19]1[CH:20]=[N:21][CH:22]=[CH:23][CH:24]=1)[C:8]([O:10][CH2:11][CH3:12])=[O:9])(=[O:5])[CH3:4] |f:0.1|. Procedure details: 44.45 cm3 of aqueous 6N sodium hydroxide are added dropwise to a solution of 51.4 g of diethyl 2-(acetylamino)-2-(3-pyridylmethyl)malonate in 857 cm3 of ethanol. The mixture is stirred for 1 hour 30 minutes at a temperature in the region of 20° C. and then cooled to a temperature in the region of 0° C. 22.2 cm3 of 12N hydrochloric acid are added dropwise; a precipitate forms. The reaction medium is warmed to room temperature and, after stirring for 2 hours, its pH is 5-6. It is concentrated unde... Reaction SMILES: [CH3:1][O:2][C:3]([CH2:4][CH:5]([CH2:6][S:7][CH2:9][c:10]1[cH:11][cH:12][c:13]([O:14][CH3:15])[cH:16][cH:19]1)[NH:17][C:18](=[O:8])[c:20]1[cH:21][c:22]2[cH:23][c:24](-[c:32]3[cH:33][cH:34][cH:35][cH:36][cH:37]3)[nH:25][c:26]2[c:27]([N+:29](=[O:30])[O-:31])[cH:28]1)=[O:38].[Cl:39][P:40]([Cl:41])([Cl:42])([Cl:43])[Cl:44].[Cl:45][CH2:46][Cl:47]>>[CH3:1][O:2][C:3]([CH2:4][CH:5]1[CH2:6][S:7][C:18]([c:20]2[cH:21][c:22]3[cH:23][c:24](-[c:32]4[cH:33][cH:34][cH:35][cH:36][cH:37]4)[nH:25][c:26]3[c:27]([N+:29](=[O:30])[O-:31])[cH:28]2)=[N:17]1)=[O:38]. Reactants: COC(=O)CC(CSCc1ccc(OC)cc1)NC(=O)c1cc([N+](=O)[O-])c2[nH]c(-c3ccccc3)cc2c1, ClP(Cl)(Cl)(Cl)Cl, ClCCl. Yields the product COC(=O)CC1CSC(c2cc([N+](=O)[O-])c3[nH]c(-c4ccccc4)cc3c2)=N1. Starting materials: C(=O)[C@@H]1N(C(CC1)=O)CCC1=CC=C(C(=O)OC)C=C1 (methyl 4-{2-[(2R)-2-formyl-5-oxopyrrolidin-1-yl]ethyl}benzoate), C(=O)[C@@H]1N(C(CC1)=O)CCC1=CC=C(C(=O)OC)C=C1 (methyl 4-{2-[(2R)-2-formyl-5-oxopyrrolidin-1-yl]ethyl}benzoate), C1CCOC1 (THF), O (Water), intermediate 5.1, C1CCOC1 (THF), [Li]CCCC (n-BuLi). Solvent: CCCCCC (hexane). Conditions: time 20 minute. Yields the product CC(=CC=C[C@@H]1N(C(CC1)=O)CCC1=CC=C(C(=O)OC)C=C1)C (methyl 4-(2-{(2R)-2-(4-methylpenta-1,3-dienyl)-5-oxopyrrolidin-1-yl}ethyl)benzoate). As a reaction SMILES: [Li][CH2:2][CH2:3][CH2:4][CH3:5].[CH:6]([C@H:8]1[CH2:12][CH2:11][C:10](=[O:13])[N:9]1[CH2:14][CH2:15][C:16]1[CH:25]=[CH:24][C:19]([C:20]([O:22][CH3:23])=[O:21])=[CH:18][CH:17]=1)=O.O.[CH2:27]1COCC1>CCCCCC>[CH3:5][C:4]([CH3:27])=[CH:3][CH:2]=[CH:6][C@H:8]1[CH2:12][CH2:11][C:10](=[O:13])[N:9]1[CH2:14][CH2:15][C:16]1[CH:25]=[CH:24][C:19]([C:20]([O:22][CH3:23])=[O:21])=[CH:18][CH:17]=1. Procedure details: To a suspension of intermediate 5.1 (580 mg, 1.41 mmol) in anhydrous THF (20 mL) at −5° C. was added n-BuLi (0.97 mL, 1.6 M, 1.55 mmol) in hexane dropwise under Ar. The mixture was stirred for 20 min after addition was complete. To the reaction mixture was then added a solution of methyl 4-{2-[(2R)-2-formyl-5-oxopyrrolidin-1-yl]ethyl}benzoate (intermediate 1.4) (388 mg, 1.41 mmol) in anhydrous THF (4 mL) dropwise. The stirring was continued for 1 hr. Water was added to quench the reaction and th... Reactants: Cc1[nH]c(C=O)c(C)c1Br, CCO, CC(=O)O, NNC(=O)c1ccc(O)cc1. Product: Cc1[nH]c(C=NNC(=O)c2ccc(O)cc2)c(C)c1Br. Reaction SMILES: [Br:12][c:13]1[c:14]([CH3:21])[c:15]([CH:19]=[O:20])[nH:16][c:17]1[CH3:18].[CH3:22][CH2:23][OH:24].[CH3:25][C:26](=[O:27])[OH:28].[OH:1][c:2]1[cH:3][cH:4][c:5]([C:6](=[O:7])[NH:8][NH2:9])[cH:10][cH:11]1>>[OH:1][c:2]1[cH:3][cH:4][c:5]([C:6](=[O:7])[NH:8][N:9]=[CH:19][c:15]2[c:14]([CH3:21])[c:13]([Br:12])[c:17]([CH3:18])[nH:16]2)[cH:10][cH:11]1.